Task: describe an organic reaction: reactants, conditions, products, and yield. Dataset: the Open Reaction Database (ORD), a public repository of structured organic reaction records The reactants are [N+](=O)([O-])C1=C(C=CC(=C1)Br)OC(F)(F)F (2-nitro-4-bromotrifluoromethoxybenzene), [N+](=O)([O-])C=1C=C(C=CC1Br)OC(F)(F)F (3-nitro-4-bromotrifluoromethoxybenzene). The product is [N+](=O)([O-])C1=CC=C(C=C1)OC(F)(F)F (p-nitrotrifluoromethoxybenzene). As a reaction SMILES: [N+]([C:4]1[CH:9]=[C:8](Br)[CH:7]=[CH:6][C:5]=1[O:11][C:12]([F:15])([F:14])[F:13])([O-])=O.[N+:16](C1C=C(OC(F)(F)F)C=CC=1Br)([O-:18])=[O:17]>>[N+:16]([C:8]1[CH:9]=[CH:4][C:5]([O:11][C:12]([F:13])([F:14])[F:15])=[CH:6][CH:7]=1)([O-:18])=[O:17]. Reported procedure: 2-nitro-4-bromotrifluoromethoxybenzene and 3-nitro-4-bromotrifluoromethoxybenzene: 48% Reactants: [OH-].[Na+] (NaOH), C(C)OC(=O)C=1N=C(NC1)SCCC1CCN(CC1)C(=O)OC(C)(C)C (2-[2-(N-BOC-Piperidin-4-yl)ethylthio]imidazole-4-carboxylic acid ethyl ester), CO.[OH-].[Na+] (MeOH NaOH), [OH-].[Na+] (NaOH). Product: C(=O)(OC(C)(C)C)N1CCC(CC1)CCSC=1NC=C(N1)C(=O)O (2-[2-(N-BOC-Piperidin-4-yl)ethylthio]imidazole-4-carboxylic acid). Reaction SMILES: C([O:3][C:4]([C:6]1[N:7]=[C:8]([S:11][CH2:12][CH2:13][CH:14]2[CH2:19][CH2:18][N:17]([C:20]([O:22][C:23]([CH3:26])([CH3:25])[CH3:24])=[O:21])[CH2:16][CH2:15]2)[NH:9][CH:10]=1)=[O:5])C.CO.[OH-].[Na+].[OH-].[Na+]>>[C:20]([N:17]1[CH2:16][CH2:15][CH:14]([CH2:13][CH2:12][S:11][C:8]2[NH:9][CH:10]=[C:6]([C:4]([OH:5])=[O:3])[N:7]=2)[CH2:19][CH2:18]1)([O:22][C:23]([CH3:24])([CH3:26])[CH3:25])=[O:21] |f:1.2.3,4.5|. Reported procedure: 6-2 (162.5 mg, 0.42 mmol) was dissolved in 3 mL MeOH NaOH (1N, 0.5 mL, 0.5 mmol) was added; after 6 h additional NaOH (1N, 1 mL, 1 mmol) was added; after 1 day additional NaOH (1N, 1 mL, 1 mmol) was added. After three more days the mixture was heated at 50° for 6 h, then concentrated. The residue was taken up in water, pH adjusted to 5 with 5% KHSO4, extracted 3× with EtOAc, the combined organic extracts were washed with brine, dried (MgSO4), and concentrated providing acid 6-3. Rf 0.39 (9:1:1 C... The reactants are CN(C)S(N)(=O)=O, CN([SiH](C)C)[Si](C)(C)C, Cc1ccccc1, N, O=C1NS(=O)(=O)c2ccccc21. The product is CN(C)S(=O)(=O)N[Si](C)(C)C. Reaction SMILES: [CH3:10][N:11]([S:12](=[O:13])(=[O:14])[NH2:15])[CH3:16].[CH3:1][SiH:2]([N:3]([Si:4]([CH3:5])([CH3:6])[CH3:7])[CH3:9])[CH3:8].[CH3:30][c:31]1[cH:32][cH:33][cH:34][cH:35][cH:36]1.[NH3:29].[O:17]=[C:18]1[c:19]2[c:20]([cH:21][cH:22][cH:23][cH:24]2)[S:25](=[O:26])(=[O:27])[NH:28]1>>[NH:3]([Si:4]([CH3:5])([CH3:6])[CH3:7])[S:12]([N:11]([CH3:10])[CH3:16])(=[O:13])=[O:14]. As a reaction SMILES: [Cl:17][CH2:18][CH:19]1[CH:20]([OH:33])[CH:21]([OH:32])[CH:22]([n:24]2[cH:25][cH:26][c:27](=[O:28])[nH:29][c:30]2=[O:31])[O:23]1.[NH:1]([c:2]1[cH:3][cH:4][cH:5][cH:6][cH:7]1)[c:8]1[c:9]2[c:10]([n:11][cH:12][cH:13]1)[nH:14][cH:15][n:16]2>>[NH:1]([c:2]1[cH:3][cH:4][cH:5][cH:6][cH:7]1)[c:8]1[c:9]2[c:10]([n:11][cH:12][cH:13]1)[n:14]([CH:22]1[CH:21]([OH:32])[CH:20]([OH:33])[CH:19]([CH2:18][Cl:17])[O:23]1)[cH:15][n:16]2. Reactants: O=c1ccn(C2OC(CCl)C(O)C2O)c(=O)[nH]1, c1ccc(Nc2ccnc3[nH]cnc23)cc1. Yields the product OC1C(CCl)OC(n2cnc3c(Nc4ccccc4)ccnc32)C1O. The reactants are COc1cc(B2OC(C)(C)C(C)(C)O2)ccc1NC(=O)OC(C)(C)C, CN(C)C=O, Nc1ncnc2c1c(I)nn2-c1ccc([N+](=O)[O-])cc1, [Na+], [Na+], O=C([O-])[O-], O, c1ccc(P(c2ccccc2)(c2ccccc2)[Pd](P(c2ccccc2)(c2ccccc2)c2ccccc2)(P(c2ccccc2)(c2ccccc2)c2ccccc2)P(c2ccccc2)(c2ccccc2)c2ccccc2)cc1. Product: COc1cc(-c2nn(-c3ccc([N+](=O)[O-])cc3)c3ncnc(N)c23)ccc1NC(=O)OC(C)(C)C. RXN SMILES: [CH3:21][O:22][c:23]1[c:24]([NH:38][C:39]([O:40][C:41]([CH3:42])([CH3:43])[CH3:44])=[O:45])[cH:25][cH:26][c:27]([B:29]2[O:30][C:31]([CH3:32])([CH3:33])[C:34]([CH3:35])([CH3:36])[O:37]2)[cH:28]1.[CH3:52][N:53]([CH3:54])[CH:55]=[O:56].[NH2:1][c:2]1[c:3]2[c:4]([n:5][cH:6][n:7]1)[n:8](-[c:12]1[cH:13][cH:14][c:15]([N+:18](=[O:19])[O-:20])[cH:16][cH:17]1)[n:9][c:10]2[I:11].[Na+:46].[Na+:47].[O-:48][C:49](=[O:50])[O-:51].[OH2:57].[cH:58]1[cH:59][cH:60][c:61]([P:62]([Pd:63]([P:64]([c:65]2[cH:66][cH:67][cH:68][cH:69][cH:70]2)([c:71]2[cH:72][cH:73][cH:74][cH:75][cH:76]2)[c:77]2[cH:78][cH:79][cH:80][cH:81][cH:82]2)([P:83]([c:84]2[cH:85][cH:86][cH:87][cH:88][cH:89]2)([c:90]2[cH:91][cH:92][cH:93][cH:94][cH:95]2)[c:96]2[cH:97][cH:98][cH:99][cH:100][cH:101]2)[P:102]([c:103]2[cH:104][cH:105][cH:106][cH:107][cH:108]2)([c:109]2[cH:110][cH:111][cH:112][cH:113][cH:114]2)[c:115]2[cH:116][cH:117][cH:118][cH:119][cH:120]2)([c:121]2[cH:122][cH:123][cH:124][cH:125][cH:126]2)[c:127]2[cH:128][cH:129][cH:130][cH:131][cH:132]2)[cH:133][cH:134]1>>[NH2:1][c:2]1[c:3]2[c:4]([n:5][cH:6][n:7]1)[n:8](-[c:12]1[cH:13][cH:14][c:15]([N+:18](=[O:19])[O-:20])[cH:16][cH:17]1)[n:9][c:10]2-[c:27]1[cH:26][cH:25][c:24]([NH:38][C:39]([O:40][C:41]([CH3:42])([CH3:43])[CH3:44])=[O:45])[c:23]([O:22][CH3:21])[cH:28]1. Reactants: CC(C)(C)n1c(-c2ccccc2-c2nc[nH]n2)nc2cc(Br)ccc21, CI, CCOC(C)=O, [K+], [K+], O=C([O-])[O-], CN(C)C=O. Product: Cn1cnc(-c2ccccc2-c2nc3cc(Br)ccc3n2C(C)(C)C)n1. As a reaction SMILES: [Br:1][c:2]1[cH:3][c:4]2[c:5]([n:6]([C:20]([CH3:21])([CH3:22])[CH3:23])[c:7](-[c:9]3[c:10](-[c:15]4[n:16][nH:17][cH:18][n:19]4)[cH:11][cH:12][cH:13][cH:14]3)[n:8]2)[cH:24][cH:25]1.[CH3:32][I:33].[CH3:39][CH2:40][O:41][C:42]([CH3:43])=[O:44].[K+:26].[K+:27].[O-:28][C:29]([O-:30])=[O:31].[O:34]=[CH:35][N:36]([CH3:37])[CH3:38]>>[Br:1][c:2]1[cH:3][c:4]2[c:5]([n:6]([C:20]([CH3:21])([CH3:22])[CH3:23])[c:7](-[c:9]3[c:10](-[c:15]4[n:16][n:17]([CH3:29])[cH:18][n:19]4)[cH:11][cH:12][cH:13][cH:14]3)[n:8]2)[cH:24][cH:25]1. Reactants: C1CCOC1, CO, CCOC(=O)c1cc2sccc2n1Cc1ccc(Cl)c(Cl)c1, [Na+], [OH-]. Product: O=C(O)c1cc2sccc2n1Cc1ccc(Cl)c(Cl)c1. As a reaction SMILES: [CH2:25]1[O:26][CH2:27][CH2:28][CH2:29]1.[CH3:30][OH:31].[Cl:3][c:4]1[cH:5][c:6]([CH2:7][n:8]2[c:9]3[c:10]([cH:11][c:12]2[C:13](=[O:14])[O:15][CH2:16][CH3:17])[s:18][cH:19][cH:20]3)[cH:21][cH:22][c:23]1[Cl:24].[Na+:2].[OH-:1]>>[Cl:3][c:4]1[cH:5][c:6]([CH2:7][n:8]2[c:9]3[c:10]([cH:11][c:12]2[C:13](=[O:14])[OH:15])[s:18][cH:19][cH:20]3)[cH:21][cH:22][c:23]1[Cl:24]. Product: NC1=C(C(=NN1C)NC(C(C)(C)C)=O)C#N (5-amino-4-cyano-3-(2,2-dimethylpropanoylamino)-1-methylpyrazole). RXN SMILES: [C:1](Cl)(=[O:6])[C:2]([CH3:5])([CH3:4])[CH3:3].[NH2:8][C:9]1[C:13]([C:14]#[N:15])=[C:12]([NH2:16])[N:11]([CH3:17])[N:10]=1.Cl>N1C=CC=CC=1>[NH2:16][C:12]1[N:11]([CH3:17])[N:10]=[C:9]([NH:8][C:1](=[O:6])[C:2]([CH3:5])([CH3:4])[CH3:3])[C:13]=1[C:14]#[N:15]. Starting materials: C(C(C)(C)C)(=O)Cl (Pivaloyl chloride), NC1=NN(C(=C1C#N)N)C (3,5-diamino-4-cyano-1-methylpyrazole), ice, Cl (HCl). Reported procedure: Pivaloyl chloride (2,2-dimethylpropionyl chloride) (3.6 g) was added cautiously to a suspension of 3,5-diamino-4-cyano-1-methylpyrazole (4.1 g) in pyridine (25 ml). The temperature of the mixture rose to about 60°. The mixture was left to cool overnight and was then poured into a mixture of ice (60 g) and concentrated HCl (40 ml). The precipitate was filtered off, washed and dried, to give 3.9 g of crude 5-amino-4-cyano-3-(2,2-dimethylpropanoylamino)-1-methylpyrazole. Recrystallisation from a 70... Run in N1=CC=CC=C1 (pyridine). Isolated yield 59.0%.